Dataset: the Open Reaction Database (ORD), a public repository of structured organic reaction records. Task: describe an organic reaction: reactants, conditions, products, and yield The reagents and catalysts are [O-2].[Mn+4].[O-2] (manganese (IV) oxide). Procedure: A mixture of 5-propyl-1H-imidazole-4-methanol (4.0 g) and manganese (IV) oxide (10.0 g) in 1,4-dioxan (150 ml) was heated at reflux under nitrogen for 1 h. The hot suspension was filtered (Hyflo), washed with hot 1,4-dioxan (100 ml) and evaporated to give the title compound (2.9 g) as a solid, m.p. 120°-124°. Reaction SMILES: [CH2:1]([C:4]1[NH:8][CH:7]=[N:6][C:5]=1[CH2:9][OH:10])[CH2:2][CH3:3]>O1CCOCC1.[O-2].[Mn+4].[O-2]>[CH2:1]([C:4]1[NH:8][CH:7]=[N:6][C:5]=1[CH:9]=[O:10])[CH2:2][CH3:3] |f:2.3.4|. Reactants: C(CC)C1=C(N=CN1)CO (5-propyl-1H-imidazole-4-methanol). The product is C(CC)C1=C(N=CN1)C=O (5-Propyl-1H-imidazole-4-carboxaldehyde). Yield: 73.6%. Run in O1CCOCC1 (1,4-dioxan). Reactants: O=C(Cl)CC(=O)Cl, CN(C)C=O, ClCCl, Cn1nc(C(=O)O)c(Nc2ccc(I)cc2F)cc1=O. Product: Cn1nc(C(=O)Cl)c(Nc2ccc(I)cc2F)cc1=O. Reaction SMILES: [C:26]([Cl:27])(=[O:28])[CH2:29][C:31]([Cl:30])=[O:32].[CH3:21][N:22]([CH3:23])[CH:24]=[O:25].[Cl:33][CH2:34][Cl:35].[F:1][c:2]1[c:3]([NH:9][c:10]2[c:11]([C:18](=[O:19])[OH:20])[n:12][n:13]([CH3:17])[c:14](=[O:16])[cH:15]2)[cH:4][cH:5][c:6]([I:8])[cH:7]1>>[F:1][c:2]1[c:3]([NH:9][c:10]2[c:11]([C:18](=[O:20])[Cl:30])[n:12][n:13]([CH3:17])[c:14](=[O:16])[cH:15]2)[cH:4][cH:5][c:6]([I:8])[cH:7]1. Reaction SMILES: [CH2:1]([OH:13])[C@H:2]([OH:12])[C@@H:3](O)[C@H:4]([OH:10])[C:5]([C:7]([OH:9])=[O:8])=[O:6].O=C[C@@H]([C@H]([C@@H]([C@@H](CO)O)O)O)O>>[O:8]=[C:7]1[O:9][C@H:3]([C@H:2]([CH2:1][OH:13])[OH:12])[C:4]([OH:10])=[C:5]1[OH:6]. Reactants: C([C@@H]([C@H]([C@@H](C(=O)C(=O)O)O)O)O)O (2-keto-L-gulonic acid), LM101d, O=C[C@H](O)[C@@H](O)[C@H](O)[C@H](O)CO (D-glucose). The product is O=C1C(O)=C(O)[C@H](O1)[C@@H](O)CO (L-ascorbic acid). Reported procedure: Two derivatives of the original strain, Alicyclobacillus sp. NA-21, MA-10, and MB-6 were sequentially obtained by conventional mutagenesis followed by the selection steps described below. From the original strain, MA-10 was selected as a strain having tolerance against a higher 2-keto-L-gulonic acid concentration (about a 1% (w/v) improvement from 10% (w/v), at 60° C. and pH 2.5) after ultraviolet irradiation. Subsequently, from MA-10, MB-6 was selected as a strain having tolerance against a hig... The reactants are CNC=1COC2=C(C(C1)=O)C=CC=C2 (3-methylamino-1-benzoxepin-5(2H)-one), [H][H] (hydrogen). Reagents/catalysts: [Ni] (Raney Nickel). The solvent is C(C)O (ethanol). Product: CNC1COC2=C(C(C1)O)C=CC=C2 (racemic-2,3,4,5-tetrahydro-3-methylamino-1-benzoxepin-5-ol). Reaction SMILES: [CH3:1][NH:2][C:3]1[CH2:4][O:5][C:6]2[CH:14]=[CH:13][CH:12]=[CH:11][C:7]=2[C:8](=[O:10])[CH:9]=1.[H][H]>[Ni].C(O)C>[CH3:1][NH:2][CH:3]1[CH2:9][CH:8]([OH:10])[C:7]2[CH:11]=[CH:12][CH:13]=[CH:14][C:6]=2[O:5][CH2:4]1. Procedure details: 18.8 g (0.1 mole) 3-methylamino-1-benzoxepin-5(2H)-one is stirred with 40 g Raney Nickel in 400 ml ethanol for five hours at an hydrogen pressure of 55 bar. Subsequently, the catalyst is filtered out, the solvent is distilled off and one obtains 7.7 g (40% of the theoretical yield) racemic-2,3,4,5-tetrahydro-3-methylamino-1-benzoxepin-5-ol as an oil. The compound can be further separated as described earlier and further identified. Starting materials: Cl, Cl, CC1(C2CCCC2)Cc2cc(OCC(=O)O)c(Cl)c(Cl)c2C1=O, NO, c1ccncc1. The product is CC1(C2CCCC2)Cc2cc(OCC(=O)O)c(Cl)c(Cl)c2C1=NO. As a reaction SMILES: [ClH:24].[ClH:27].[O:1]=[C:2]1[C:3]([CH3:18])([CH:19]2[CH2:20][CH2:21][CH2:22][CH2:23]2)[CH2:4][c:5]2[cH:6][c:7]([O:13][CH2:14][C:15](=[O:16])[OH:17])[c:8]([Cl:12])[c:9]([Cl:11])[c:10]21.[OH:25][NH2:26].[cH:28]1[cH:29][cH:30][n:31][cH:32][cH:33]1>>[C:2]1(=[N:26][OH:25])[C:3]([CH3:18])([CH:19]2[CH2:20][CH2:21][CH2:22][CH2:23]2)[CH2:4][c:5]2[cH:6][c:7]([O:13][CH2:14][C:15](=[O:16])[OH:17])[c:8]([Cl:12])[c:9]([Cl:11])[c:10]21. Starting materials: OCC1CO1, Oc1ccc(Cl)cc1, c1ccncc1. The product is OCC(O)COc1ccc(Cl)cc1. As a reaction SMILES: [CH:9]1([CH2:10][OH:11])[CH2:12][O:13]1.[OH:1][c:2]1[cH:3][cH:4][c:5]([Cl:6])[cH:7][cH:8]1.[cH:14]1[cH:15][cH:16][n:17][cH:18][cH:19]1>>[O:1]([c:2]1[cH:3][cH:4][c:5]([Cl:6])[cH:7][cH:8]1)[CH2:12][CH:9]([CH2:10][OH:11])[OH:13].